From a dataset of the Open Reaction Database (ORD), a public repository of structured organic reaction records. describe an organic reaction: reactants, conditions, products, and yield Reactants: [BH3-]C#N, [CH3], CO, ON=CCC1C=Cc2ccccc21, Cl, [NH4+], [Na+], [OH-], O. The product is ONCCC1C=Cc2ccccc21. Reaction SMILES: [C:14]([BH3-:15])#[N:16].[CH3:18].[CH3:22][OH:23].[CH:1]1([CH2:10][CH:11]=[N:12][OH:13])[CH:2]=[CH:3][c:4]2[cH:5][cH:6][cH:7][cH:8][c:9]21.[ClH:19].[NH4+:21].[Na+:17].[OH-:20].[OH2:24]>>[CH:1]1([CH2:10][CH2:11][NH:12][OH:13])[CH:2]=[CH:3][c:4]2[cH:5][cH:6][cH:7][cH:8][c:9]21. Procedure details: Concentrated aqueous ammonia (10 ml) was cooled to -10° C. and 3,4-dihydro-3,3,5-trimethoxy-4-chloro-2(5H)-furanone (2 g) was gradually added. The mixture was stirred at 0° C. for about 5 minutes, at the end of which time the excess ammonia was neutralized with HCl-saturated methanol, followed by distillation under reduced pressure. The residue was extracted with chloroform, the chloroform was distilled off, and the residual oil was dissolved in methanol-HCl-saturated methanol (20 ml) and reflux... Starting materials: COC1(C(OC(C1Cl)OC)=O)OC (3,4-dihydro-3,3,5-trimethoxy-4-chloro-2(5H)-furanone), N (ammonia), Cl (HCl), N (ammonia). Reaction SMILES: [CH3:1][O:2][C:3]1([O:12][CH3:13])[CH:7]([Cl:8])[CH:6]([O:9][CH3:10])[O:5][C:4]1=O.Cl.[NH3:15]>>[CH3:1][O:2][C:3]1([O:12][CH3:13])[CH:7]([Cl:8])[CH:6]([O:9][CH3:10])[NH:15][C:4]1=[O:5]. Product: COC1(C(NC(C1Cl)OC)=O)OC (3,3,5-trimethoxy-4-chloro-2-pyrrolidinone). Starting materials: ClC=1C=NC(=C(C(=O)O)C1)N1CC(CC1)OC1=CC(=CC=C1)F (5-chloro-2-(3-(3-fluorophenoxy)pyrrolidin-1-yl)nicotinic acid), Cl.NC1(CC1)C1=CC=C(C(=O)OC)C=C1 (methyl 4-(1-aminocyclopropyl)benzoate hydrochloride). Product: ClC=1C=NC(=C(C(=O)NC2(CC2)C2=CC=C(C(=O)OC)C=C2)C1)N1CC(CC1)OC1=CC(=CC=C1)F (methyl 4-(1-(5-chloro-2-(3-(3-fluorophenoxy)pyrrolidin-1-yl)nicotinamido)cyclopropyl)benzoate). Isolated yield 53.8%. RXN SMILES: [Cl:1][C:2]1[CH:3]=[N:4][C:5]([N:11]2[CH2:15][CH2:14][CH:13]([O:16][C:17]3[CH:22]=[CH:21][CH:20]=[C:19]([F:23])[CH:18]=3)[CH2:12]2)=[C:6]([CH:10]=1)[C:7]([OH:9])=O.Cl.[NH2:25][C:26]1([C:29]2[CH:38]=[CH:37][C:32]([C:33]([O:35][CH3:36])=[O:34])=[CH:31][CH:30]=2)[CH2:28][CH2:27]1>>[Cl:1][C:2]1[CH:3]=[N:4][C:5]([N:11]2[CH2:15][CH2:14][CH:13]([O:16][C:17]3[CH:22]=[CH:21][CH:20]=[C:19]([F:23])[CH:18]=3)[CH2:12]2)=[C:6]([CH:10]=1)[C:7]([NH:25][C:26]1([C:29]2[CH:38]=[CH:37][C:32]([C:33]([O:35][CH3:36])=[O:34])=[CH:31][CH:30]=2)[CH2:28][CH2:27]1)=[O:9] |f:1.2|. Procedure: The title compound (D197) (180 mg) was prepared according to the experimental procedure described in Description 146 starting from 5-chloro-2-(3-(3-fluorophenoxy)pyrrolidin-1-yl)nicotinic acid (D140) (225 mg, 0.656 mmol) and methyl 4-(1-aminocyclopropyl)benzoate (D7) (149.36 mg, 0.656 mmol). Reactants: solution, CC(C)C[AlH]CC(C)C (DIBAH), C1CCOC1 (THF), C(C)OC(=O)C=1C(=NN(C1)C1=CC=C(C=C1)CC=1C(=NN2C1N=C(C=C2C)C)CC)C (1-[4-(2-ethyl-5,7-dimethyl-pyrazolo[1,5-a]pyrimidin-3-ylmethyl)-phenyl]-3-methyl-1H-pyrazole-4-carboxylic acid ethyl ester). Solvent: ClCCl (dichloromethane). Conditions: temperature -70 celsius, time 2 hour. Product: C(C)C1=NN2C(N=C(C=C2C)C)=C1CC1=CC=C(C=C1)N1N=C(C(=C1)CO)C ({1-[4-(2-ethyl-5,7-dimethyl-pyrazolo[1,5-a]pyrimidin-3-ylmethyl)-phenyl]-3-methyl-1H-pyrazol-4-yl}-methanol). Reaction SMILES: C([O:3][C:4]([C:6]1[C:7]([CH3:31])=[N:8][N:9]([C:11]2[CH:16]=[CH:15][C:14]([CH2:17][C:18]3[C:19]([CH2:29][CH3:30])=[N:20][N:21]4[C:26]([CH3:27])=[CH:25][C:24]([CH3:28])=[N:23][C:22]=34)=[CH:13][CH:12]=2)[CH:10]=1)=O)C.CC(C[AlH]CC(C)C)C.C1COCC1>ClCCl>[CH2:29]([C:19]1[C:18]([CH2:17][C:14]2[CH:15]=[CH:16][C:11]([N:9]3[CH:10]=[C:6]([CH2:4][OH:3])[C:7]([CH3:31])=[N:8]3)=[CH:12][CH:13]=2)=[C:22]2[N:23]=[C:24]([CH3:28])[CH:25]=[C:26]([CH3:27])[N:21]2[N:20]=1)[CH3:30]. Procedure: 1-[4-(2-Ethyl-5,7-dimethyl-pyrazolo[1,5-a]pyrimidin-3-ylmethyl)-phenyl]-3-methyl-1H-pyrazole-4-carboxylic acid ethyl ester (17) (618 mg, 1.53 mmol) was dissolved in 10 ml of dichloromethane and cooled at −70° C. A 1M solution of DIBAH in THF (3.1 ml, 3.1 mmol) was added and the reaction mixture was stirred for 2 h at −70° C. The mixture was quenched with water and diluted with dichloromethane. The mixture was filtrated and extracted with dichloromethane. Organic layer was washed with water and b...